From a dataset of the Open Reaction Database (ORD), a public repository of structured organic reaction records. describe an organic reaction: reactants, conditions, products, and yield The reactants are CC1=CC=C(C(=N1)C(=O)N1C[C@H]2C[C@H]2C[C@H]1CNC1=NC=C(C=C1)C(F)(F)F)OCCC (N-[((1S,4S,6S)-3-{[6-methyl-3-(propyloxy)-2-pyridinyl]carbonyl}-3-azabicyclo[4.1.0]hept-4-yl)methyl]-5-(trifluoromethyl)-2-pyridinamine), Cl (HCl). The solvent is C(Cl)Cl (DCM). Conditions: time 30 minute. Yields the product Cl.CC1=CC=C(C(=N1)C(=O)N1C[C@H]2C[C@H]2C[C@H]1CNC1=NC=C(C=C1)C(F)(F)F)OCCC (N-[((1S,4S,6S)-3-{[6-Methyl-3-(propyloxy)-2-pyridinyl]carbonyl}-3-azabicyclo[4.1.0]hept-4-yl)methyl]-5-(trifluoromethyl)-2-pyridinamine hydrochloride). The yield is 97.6%. Reaction SMILES: [CH3:1][C:2]1[N:7]=[C:6]([C:8]([N:10]2[C@H:16]([CH2:17][NH:18][C:19]3[CH:24]=[CH:23][C:22]([C:25]([F:28])([F:27])[F:26])=[CH:21][N:20]=3)[CH2:15][C@H:14]3[C@H:12]([CH2:13]3)[CH2:11]2)=[O:9])[C:5]([O:29][CH2:30][CH2:31][CH3:32])=[CH:4][CH:3]=1.[ClH:33]>C(Cl)Cl>[ClH:33].[CH3:1][C:2]1[N:7]=[C:6]([C:8]([N:10]2[C@H:16]([CH2:17][NH:18][C:19]3[CH:24]=[CH:23][C:22]([C:25]([F:28])([F:27])[F:26])=[CH:21][N:20]=3)[CH2:15][C@H:14]3[C@H:12]([CH2:13]3)[CH2:11]2)=[O:9])[C:5]([O:29][CH2:30][CH2:31][CH3:32])=[CH:4][CH:3]=1 |f:3.4|. Reported procedure: To a solution of N-[((1S,4S,6S)-3-{[6-methyl-3-(propyloxy)-2-pyridinyl]carbonyl}-3-azabicyclo[4.1.0]hept-4-yl)methyl]-5-(trifluoromethyl)-2-pyridinamine (0.036 g) in DCM (1 ml) was added HCl (1 M in Et2O) (0.161 ml, 0.161 mmol) and stirred for 30 minutes. The solvents were removed under reduced pressure to give a yellowish solid, which was triturated with Et2O (3×1 ml). The solvent was removed by suction and the residue was dried under vacuum at 40° C. overnight to yield the title compound E1 (0...